Task: describe an organic reaction: reactants, conditions, products, and yield. Dataset: the Open Reaction Database (ORD), a public repository of structured organic reaction records Procedure: A mixture of 0.673 g (1.65 mmol) of 3-(3-ethoxy-3-oxopropyl)-4-(6-hydroxyhexyl)benzenepentanoic acid ethyl ester from the preceding example, 1.1 g (3.3 mmol) of carbon tetrabromide, and 0.9 g (3.3 mmol) of triphenylphosphine in 25 mL of ether was stirred at room temperature for 23 hr. The mixture was diluted with 250 mL of ether, and the solution worked-up in the usual manner. The crude product was purified by flash chromatography on 80 g of silica gel, eluting with hexane-ethyl acetate (10:1). ... Reaction conditions: time 23 hour. Product: C(C)OC(CCCCC1=CC(=C(C=C1)CCCCCCBr)CCC(=O)OCC)=O (4-(6-Bromohexyl)-3-(3-ethoxy-3-oxopropyl)benzenepentanoic Acid Ethyl Ester). Solvent: CCOCC (ether), CCOCC (ether). RXN SMILES: [CH2:1]([O:3][C:4](=[O:29])[CH2:5][CH2:6][CH2:7][CH2:8][C:9]1[CH:14]=[CH:13][C:12]([CH2:15][CH2:16][CH2:17][CH2:18][CH2:19][CH2:20]O)=[C:11]([CH2:22][CH2:23][C:24]([O:26][CH2:27][CH3:28])=[O:25])[CH:10]=1)[CH3:2].C(Br)(Br)(Br)[Br:31].C1(P(C2C=CC=CC=2)C2C=CC=CC=2)C=CC=CC=1>CCOCC>[CH2:1]([O:3][C:4](=[O:29])[CH2:5][CH2:6][CH2:7][CH2:8][C:9]1[CH:14]=[CH:13][C:12]([CH2:15][CH2:16][CH2:17][CH2:18][CH2:19][CH2:20][Br:31])=[C:11]([CH2:22][CH2:23][C:24]([O:26][CH2:27][CH3:28])=[O:25])[CH:10]=1)[CH3:2]. Isolated yield 75.9%. The reactants are C(C)OC(CCCCC1=CC(=C(C=C1)CCCCCCO)CCC(=O)OCC)=O (3-(3-ethoxy-3-oxopropyl)-4-(6-hydroxyhexyl)benzenepentanoic acid ethyl ester), C(Br)(Br)(Br)Br (carbon tetrabromide), C1(=CC=CC=C1)P(C1=CC=CC=C1)C1=CC=CC=C1 (triphenylphosphine). Starting materials: C(C(=O)Cl)(=O)Cl (oxalyl chloride), C(Cl)Cl (methylene chloride), C[C@@H](CCO)CCO[Si](C)(C)C(C)(C)C (3-(S)-methyl-5-(t-butyldimethylsilyloxy)-1-pentanol), C(Cl)Cl (methylene chloride), CS(=O)C (dimethylsulfoxide). Procedure details: To 56.3 g. of oxalyl chloride in 300 ml. of dry methylene chloride cooled to -60° C. and under a nitrogen atmosphere was added dropwise 74.81 g. of dimethylsulfoxide in 100 ml. of dry methylene chloride. After 15 minutes 92.0 g. of 3-(S)-methyl-5-(t-butyldimethylsilyloxy)-1-pentanol in 250 ml. of the same solvent was added dropwise. After 30 minutes 206.1 g. of triethylamine was added to -60° C. followed by the removal of the cooling bath. The reaction was stirred at room temperature for 1.5 hou... The product is C[C@@H](CC=O)CCO[Si](C)(C)C(C)(C)C (3-(R)-methyl-5-(t-butyldimethylsilyloxy)-1-pentanal). Reaction conditions: time 15 minute. The solvent is C(C)N(CC)CC (triethylamine). Reaction SMILES: C(Cl)(=O)C(Cl)=O.C(Cl)Cl.CS(C)=O.[CH3:14][C@H:15]([CH2:19][CH2:20][O:21][Si:22]([C:25]([CH3:28])([CH3:27])[CH3:26])([CH3:24])[CH3:23])[CH2:16][CH2:17][OH:18]>C(N(CC)CC)C>[CH3:14][C@H:15]([CH2:19][CH2:20][O:21][Si:22]([C:25]([CH3:26])([CH3:28])[CH3:27])([CH3:24])[CH3:23])[CH2:16][CH:17]=[O:18]. The reactants are [Al+3], CO, ClCCl, Cl, Cl, [H-], [H-], [H-], [H-], [Li+], O=[N+]([O-])c1ccccn1, NC1CCN(CC2Cn3c(=O)ccc4ccc(=O)n2c43)CC1, O=Cc1ccc2c(n1)NC(=O)CS2, O=Cc1ccc2c(n1)NCCS2. Yields the product OCc1ccc2c(n1)NCCS2. RXN SMILES: [Al+3:60].[CH3:68][OH:69].[Cl:65][CH2:66][Cl:67].[ClH:1].[ClH:2].[H-:59].[H-:62].[H-:63].[H-:64].[Li+:61].[N+:37]([c:38]1[cH:39][cH:40][cH:41][cH:42][n:43]1)([O-:44])=[O:45].[NH2:3][CH:4]1[CH2:5][CH2:6][N:7]([CH2:8][CH:9]2[n:10]3[c:11]4[n:12]([c:13](=[O:14])[cH:15][cH:16][c:17]4[cH:18][cH:19][c:20]3=[O:21])[CH2:22]2)[CH2:23][CH2:24]1.[O:46]=[C:47]1[CH2:48][S:49][c:50]2[cH:51][cH:52][c:53]([CH:54]=[O:55])[n:56][c:57]2[NH:58]1.[S:25]1[c:26]2[c:27]([n:31][c:32]([CH:35]=[O:36])[cH:33][cH:34]2)[NH:28][CH2:29][CH2:30]1>>[S:25]1[c:26]2[c:27]([n:31][c:32]([CH2:35][OH:36])[cH:33][cH:34]2)[NH:28][CH2:29][CH2:30]1. Reported procedure: To 10.2 g (65.93 mmol) of (E)-4-cyclohexyl-2-buten-1-ol dissolved in 700 mL of CH2Cl2 with 10 g crushed activated 4A molecular sieves was added 11.97 g (102.2 mmol) of N-methyl morpholine-N-oxide. This mixture was cooled to 0° C. and a catalytic amount 1.197 g (3.40 mmol) of tetrapropylammonium perruthenate was added slowly. After 18 hr the mixture was filtered through celite, concentrated in vacuo, and filtered through a plug of silica gel (6×6 cm 5% ether in hexanes) to provide the title compo... Run at temperature 0 celsius. The reactants are 4A, C1(CCCCC1)C/C=C/CO ((E)-4-cyclohexyl-2-buten-1-ol), C[N+]1(CCOCC1)[O-] (N-methyl morpholine-N-oxide). Run in C(Cl)Cl (CH2Cl2). Reagents/catalysts: [Ru](=O)(=O)(=O)[O-].C(CC)[N+](CCC)(CCC)CCC (tetrapropylammonium perruthenate). Yields the product C1(CCCCC1)C/C=C/C=O ((E)-4-cyclohexyl-2-buten-1-al). Reaction SMILES: [CH:1]1([CH2:7]/[CH:8]=[CH:9]/[CH2:10][OH:11])[CH2:6][CH2:5][CH2:4][CH2:3][CH2:2]1.C[N+]1([O-])CCOCC1>C(Cl)Cl.[Ru]([O-])(=O)(=O)=O.C([N+](CCC)(CCC)CCC)CC>[CH:1]1([CH2:7]/[CH:8]=[CH:9]/[CH:10]=[O:11])[CH2:6][CH2:5][CH2:4][CH2:3][CH2:2]1 |f:3.4|. Starting materials: CC1=CC=C(CC2=C(C=CC(=C2)OCCCC[Si](OCC)(OCC)OCC)S(=O)(=O)C2=C(C=C(C=C2)OCCCC[Si](OCC)(OCC)OCC)CC2=CC=C(C=C2)C)C=C1 (4-methylbenzyl-4-(4-(triethoxysilyl)butyloxy)phenyl sulfone). Run in CO (methanol). Product: CC1=CC=C(CC2=C(C=CC(=C2)OCCCC[Si](OC)(OC)OC)S(=O)(=O)C2=C(C=C(C=C2)OCCCC[Si](OC)(OC)OC)CC2=CC=C(C=C2)C)C=C1 (4-methylbenzyl-4-(4-(trimethoxysilyl)butyloxy)phenyl sulfone). RXN SMILES: [CH3:1][C:2]1[CH:61]=[CH:60][C:5]([CH2:6][C:7]2[CH:12]=[C:11]([O:13][CH2:14][CH2:15][CH2:16][CH2:17][Si:18]([O:25][CH2:26]C)([O:22][CH2:23]C)[O:19][CH2:20]C)[CH:10]=[CH:9][C:8]=2[S:28]([C:31]2[CH:36]=[CH:35][C:34]([O:37][CH2:38][CH2:39][CH2:40][CH2:41][Si:42]([O:49][CH2:50]C)([O:46][CH2:47]C)[O:43][CH2:44]C)=[CH:33][C:32]=2[CH2:52][C:53]2[CH:58]=[CH:57][C:56]([CH3:59])=[CH:55][CH:54]=2)(=[O:30])=[O:29])=[CH:4][CH:3]=1>CO>[CH3:1][C:2]1[CH:61]=[CH:60][C:5]([CH2:6][C:7]2[CH:12]=[C:11]([O:13][CH2:14][CH2:15][CH2:16][CH2:17][Si:18]([O:22][CH3:23])([O:25][CH3:26])[O:19][CH3:20])[CH:10]=[CH:9][C:8]=2[S:28]([C:31]2[CH:36]=[CH:35][C:34]([O:37][CH2:38][CH2:39][CH2:40][CH2:41][Si:42]([O:46][CH3:47])([O:49][CH3:50])[O:43][CH3:44])=[CH:33][C:32]=2[CH2:52][C:53]2[CH:58]=[CH:57][C:56]([CH3:59])=[CH:55][CH:54]=2)(=[O:29])=[O:30])=[CH:4][CH:3]=1. Procedure details: The compound produced in Example 2 was refluxed with a chloroplatinic catalyst in methanol for 3 hours, and was then concentrated to give the desired product as a maize oily material. Starting materials: CC1=NC(=C(C(=C1C)NCC(C)(O)C)[N+](=O)[O-])OC1=CC=CC=C1 (1-[(2,3-dimethyl-5-nitro-6-phenoxypyridin-4-yl)amino]-2-methylpropan-2-ol). Reagents/catalysts: [Pt] (platinum on carbon). Run in C1(=CC=CC=C1)C.C(C)(C)O (toluene isopropanol). The product is NC=1C(=NC(=C(C1NCC(C)(O)C)C)C)OC1=CC=CC=C1 (1-[(3-Amino-5,6-dimethyl-2-phenoxypyridin-4-yl)amino]-2-methylpropan-2-ol). As a reaction SMILES: [CH3:1][C:2]1[C:7]([CH3:8])=[C:6]([NH:9][CH2:10][C:11]([CH3:14])([OH:13])[CH3:12])[C:5]([N+:15]([O-])=O)=[C:4]([O:18][C:19]2[CH:24]=[CH:23][CH:22]=[CH:21][CH:20]=2)[N:3]=1>[Pt].C1(C)C=CC=CC=1.C(O)(C)C>[NH2:15][C:5]1[C:4]([O:18][C:19]2[CH:20]=[CH:21][CH:22]=[CH:23][CH:24]=2)=[N:3][C:2]([CH3:1])=[C:7]([CH3:8])[C:6]=1[NH:9][CH2:10][C:11]([CH3:12])([OH:13])[CH3:14] |f:2.3|. Reported procedure: To a 500 ml Parr hydrogenation flask was added 5% platinum on carbon (1.432 g) and a solution of 1-[(2,3-dimethyl-5-nitro-6-phenoxypyridin-4-yl)amino]-2-methylpropan-2-ol in 90/10 toluene/isopropanol (105 ml). The flask was evacuated until the solvent bubbled, and hydrogen was pressured into the flask at 207 kPa. After three evacuation cycles the flask was pressurized with hydrogen to 345 kPa and mixed on a shaker for about 2 hours. The pressure was released, and thin layer chromatography (TLC) ... The reactants are [BH4-], CO, O=C(CN1C(=O)c2ccccc2C1=O)c1ncc(C(F)(F)F)cc1Cl, Cl, [Na+]. Product: O=C1c2ccccc2C(=O)N1CC(O)c1ncc(C(F)(F)F)cc1Cl. Reaction SMILES: [BH4-:1].[CH3:29][OH:30].[Cl:3][c:4]1[c:5]([C:14]([CH2:15][N:16]2[C:17](=[O:26])[c:18]3[cH:19][cH:20][cH:21][cH:22][c:23]3[C:24]2=[O:25])=[O:27])[n:6][cH:7][c:8]([C:10]([F:11])([F:12])[F:13])[cH:9]1.[ClH:28].[Na+:2]>>[Cl:3][c:4]1[c:5]([CH:14]([CH2:15][N:16]2[C:17](=[O:26])[c:18]3[cH:19][cH:20][cH:21][cH:22][c:23]3[C:24]2=[O:25])[OH:27])[n:6][cH:7][c:8]([C:10]([F:11])([F:12])[F:13])[cH:9]1. Starting materials: C(C)(C)(C)OC(=O)N1CCC(CC1)(C(=O)O)C (1-(tert-butoxycarbonyl)-4-methylpiperidine-4-carboxylic acid), N1=CC=CC=C1 (pyridine), CC1(CCN(CC1)C(=O)OC(C)(C)C)C(NC1=CC(=CC=C1)C1=CN=CO1)=O (tert-butyl 4-methyl-4-(3-(oxazol-5-yl)phenylcarbamoyl)piperidine-1-carboxylate), C(C(=O)Cl)(=O)Cl (oxalyl chloride), O1C=NC=C1C=1C=C(N)C=CC1 (3-(oxazol-5-yl)aniline). The reagents and catalysts are CN(C)C=O (DMF). The solvent is ClCCCl (1,2-dichloroethane), C(C)(=O)OCC (ethyl acetate). Run at time 0.5 hour. Product: CC1(CCN(CC1)C=1C2=C(N=CN1)NC=C2C)C(=O)NC2=CC(=CC=C2)C2=CN=CO2 (4-methyl-1-(5-methyl-7H-pyrrolo[2,3-d]pyrimidin-4-yl)-N-(3-(oxazol-5-yl)phenyl)piperidine-4-carboxamide). As a reaction SMILES: [CH3:1][C:2]1([C:15](=[O:28])[NH:16][C:17]2[CH:22]=[CH:21][CH:20]=[C:19]([C:23]3[O:27][CH:26]=[N:25][CH:24]=3)[CH:18]=2)[CH2:7][CH2:6][N:5]([C:8](OC(C)(C)C)=O)[CH2:4][CH2:3]1.C(OC([N:36]1[CH2:41]CC(C)(C(O)=O)CC1)=O)(C)(C)C.[N:46]1[CH:51]=[CH:50][CH:49]=[CH:48][CH:47]=1.C(Cl)(=O)C(Cl)=O.O1C(C2C=C(C=CC=2)N)=C[N:60]=C1>ClCCCl.CN(C=O)C.C(OCC)(=O)C>[CH3:1][C:2]1([C:15]([NH:16][C:17]2[CH:22]=[CH:21][CH:20]=[C:19]([C:23]3[O:27][CH:26]=[N:25][CH:24]=3)[CH:18]=2)=[O:28])[CH2:3][CH2:4][N:5]([C:8]2[C:50]3[C:48]([CH3:49])=[CH:47][NH:46][C:51]=3[N:60]=[CH:41][N:36]=2)[CH2:6][CH2:7]1. Procedure: Preparation of tert-butyl 4-methyl-4-(3-(oxazol-5-yl)phenylcarbamoyl)piperidine-1-carboxylate. To a solution of 1-(tert-butoxycarbonyl)-4-methylpiperidine-4-carboxylic acid (61.3 mg, 0.252 mmol) and pyridine (79.7 mg, 0.08 mL, 1.01 mmol) in 1,2-dichloroethane (2 mL) at 0° C. was added DMF (1-2 drops) followed by oxalyl chloride (31.9 mg, 0.022 mL, 0.252 mmol). The reaction was stirred for 0.5 hour, and 3-(oxazol-5-yl)aniline (40.4 mg, 0.252 mmol) was added. The reaction was allowed to stir for a... Reactants: CC(=O)O, FC(F)(F)c1cccc(COCc2ccccc2)c1C1CCC2(CC1)OCCO2, O. The product is O=C1CCC(c2c(COCc3ccccc3)cccc2C(F)(F)F)CC1. Reaction SMILES: [CH3:31][C:32](=[O:33])[OH:34].[O:1]1[CH2:3][CH2:2][O:4][C:5]12[CH2:6][CH2:7][CH:8]([c:11]1[c:12]([CH2:21][O:22][CH2:23][c:24]3[cH:25][cH:26][cH:27][cH:28][cH:29]3)[cH:13][cH:14][cH:15][c:16]1[C:17]([F:18])([F:19])[F:20])[CH2:9][CH2:10]2.[OH2:30]>>[O:4]=[C:5]1[CH2:6][CH2:7][CH:8]([c:11]2[c:12]([CH2:21][O:22][CH2:23][c:24]3[cH:25][cH:26][cH:27][cH:28][cH:29]3)[cH:13][cH:14][cH:15][c:16]2[C:17]([F:18])([F:19])[F:20])[CH2:9][CH2:10]1.